This data is from the Open Reaction Database (ORD), a public repository of structured organic reaction records. The task is: describe an organic reaction: reactants, conditions, products, and yield The reactants are O=C([O-])[O-], CC1CC(=O)C=C(B2OC(C)(C)C(C)(C)O2)C1, O=[N+]([O-])c1cnccc1Cl, [Na+], [Na+], C1COCCO1. Product: CC1CC(=O)C=C(c2ccncc2[N+](=O)[O-])C1. Reaction SMILES: [C:18](=[O:19])([O-:20])[O-:21].[CH3:1][CH:2]1[CH2:3][C:4]([B:9]2[O:10][C:11]([CH3:12])([CH3:13])[C:14]([CH3:15])([CH3:16])[O:17]2)=[CH:5][C:6](=[O:8])[CH2:7]1.[Cl:24][c:25]1[c:26]([N+:31](=[O:32])[O-:33])[cH:27][n:28][cH:29][cH:30]1.[Na+:22].[Na+:23].[O:34]1[CH2:35][CH2:36][O:37][CH2:38][CH2:39]1>>[CH3:1][CH:2]1[CH2:3][C:4]([c:25]2[c:26]([N+:31](=[O:32])[O-:33])[cH:27][n:28][cH:29][cH:30]2)=[CH:5][C:6](=[O:8])[CH2:7]1. Reactants: COC(CC(CC)=O)=O (methyl-3-oxovalerate), C(C)O (ethanol), CNC (dimethylamine). Run at temperature 100 celsius, time 24 hour. The product is CN(C(CC(CC)=O)=O)C (N,N-dimethyl-3-oxopentaneamide). RXN SMILES: C[O:2][C:3](=O)[CH2:4][C:5](=[O:8])[CH2:6][CH3:7].C(O)C.[CH3:13][NH:14][CH3:15]>>[CH3:13][N:14]([CH3:15])[C:3](=[O:2])[CH2:4][C:5](=[O:8])[CH2:6][CH3:7]. Reported procedure: 0.8 mol (100 ml) methyl-3-oxovalerate (3-oxo-pentanoic acid methylester) and 250 ml 33% dimethylamine solution in ethanol (approx. 1.4 mol dimethylamine) was stirred for 4 hours at 110° C. in a pressure reactor. After cooling off, the solvents were distilled off on a rotavap, the raw products were taken up in 40 ml water, 30 ml 32% HCl and 40 ml ethanol and stirred for 24 hours at 100° C. The mixture was again concentrated to dryness by evaporation, taken up again in 300 ml acetic ester and filt... The reactants are CC[C@H](C)C(=O)O[C@H]1C[C@H](C=C2[C@H]1[C@H]([C@H](C=C2)C)CC[C@@H]3C[C@H](CC(=O)O3)O)C (mevinolin), C(C1=CC=CC=C1)N (benzylamine). Run in COC(C)(C)C (methyl-t-butyl ether), C1CCOC1 (THF). Product: C(C1=CC=CC=C1)NC(=O)CC(CC(CCC1C(C=CC2=CC(CC(C12)OC(C(CC)C)=O)C)C)O)O (2-Methyl-butyric Acid 8-(6-Benzylcarbamoyl-3,5-dihydroxy-hexyl)-3,7-dimethyl-1,2,3,7,8,8a-hexahydro-naphthlen-1-yl Ester). Reaction SMILES: [CH3:1][CH2:2][C@@H:3]([C:5]([O:7][C@@H:8]1[C@@H:13]2[C@@H:14]([CH2:19][CH2:20][C@H:21]3[O:27][C:25](=[O:26])[CH2:24][C@H:23]([OH:28])[CH2:22]3)[C@@H:15]([CH3:18])[CH:16]=[CH:17][C:12]2=[CH:11][C@H:10]([CH3:29])[CH2:9]1)=[O:6])[CH3:4].[CH2:30]([NH2:37])[C:31]1[CH:36]=[CH:35][CH:34]=[CH:33][CH:32]=1>C1COCC1.COC(C)(C)C>[CH2:30]([NH:37][C:25]([CH2:24][CH:23]([OH:28])[CH2:22][CH:21]([OH:27])[CH2:20][CH2:19][CH:14]1[CH:13]2[C:12](=[CH:11][CH:10]([CH3:29])[CH2:9][CH:8]2[O:7][C:5](=[O:6])[CH:3]([CH3:4])[CH2:2][CH3:1])[CH:17]=[CH:16][CH:15]1[CH3:18])=[O:26])[C:31]1[CH:36]=[CH:35][CH:34]=[CH:33][CH:32]=1. Procedure details: To a solution of 0.13 g (0.32 mmol) of mevinolin in 15 ml of THF are added 0.5 ml (5 mmol) benzylamine. The stirred reaction mixture is heated at reflux for 7 hours. After cooling to room temperature the reaction is diluted with 20 ml of methyl-t-butyl ether and washed successively with 0.1 N HCl and brine. The organic phase is then dried over sodium sulfate and the solvent evaporated. The crude product is purified by silica gel chromatography (ethyl acetate) to afford the desired product as an ... Starting materials: CN(C1CCOCC1)CC1=CC=C(N)C=C1 (4-[[N-methyl-N-(tetrahydropyran-4-yl)amino]methyl]aniline), CN(C)C=O (DMF), C(CCC)OCCOC1=CC=C(C=C1)C=1C=CC2=C(C=C(CCN2CC2=NC=CC=C2)C(=O)O)C1 (7-(4-butoxyethoxyphenyl)-1-(2-pyridylmethyl)-2,3-dihydro-1-benzazepine-4-carboxylic acid), S(=O)(Cl)Cl (thionyl chloride). Run in ClCCl (dichloromethane), C(C)N(CC)CC (triethylamine), O (water), ClCCl (dichloromethane). Conditions: time 1 hour. Yields the product C(CCC)OCCOC1=CC=C(C=C1)C=1C=CC2=C(C=C(CCN2CC2=NC=CC=C2)C(=O)NC2=CC=C(C=C2)CN(C2CCOCC2)C)C1 (7-(4-butoxyethoxyphenyl)-N-[4-[[N-methyl-N-(tetrahydropyran-4-yl)amino]methyl]phenyl]-1-(2-pyridylmethyl)-2,3-dihydro-1-benzazepine-4-carboxamide). Yield: 43.4%. Reaction SMILES: CN(C=O)C.[CH2:6]([O:10][CH2:11][CH2:12][O:13][C:14]1[CH:19]=[CH:18][C:17]([C:20]2[CH:21]=[CH:22][C:23]3[N:29]([CH2:30][C:31]4[CH:36]=[CH:35][CH:34]=[CH:33][N:32]=4)[CH2:28][CH2:27][C:26]([C:37](O)=[O:38])=[CH:25][C:24]=3[CH:40]=2)=[CH:16][CH:15]=1)[CH2:7][CH2:8][CH3:9].S(Cl)(Cl)=O.[CH3:45][N:46]([CH2:53][C:54]1[CH:60]=[CH:59][C:57]([NH2:58])=[CH:56][CH:55]=1)[CH:47]1[CH2:52][CH2:51][O:50][CH2:49][CH2:48]1>ClCCl.O.C(N(CC)CC)C>[CH2:6]([O:10][CH2:11][CH2:12][O:13][C:14]1[CH:15]=[CH:16][C:17]([C:20]2[CH:21]=[CH:22][C:23]3[N:29]([CH2:30][C:31]4[CH:36]=[CH:35][CH:34]=[CH:33][N:32]=4)[CH2:28][CH2:27][C:26]([C:37]([NH:58][C:57]4[CH:56]=[CH:55][C:54]([CH2:53][N:46]([CH3:45])[CH:47]5[CH2:52][CH2:51][O:50][CH2:49][CH2:48]5)=[CH:60][CH:59]=4)=[O:38])=[CH:25][C:24]=3[CH:40]=2)=[CH:18][CH:19]=1)[CH2:7][CH2:8][CH3:9]. Reported procedure: One droplet of DMF was added to a solution of 7-(4-butoxyethoxyphenyl)-1-(2-pyridylmethyl)-2,3-dihydro-1-benzazepine-4-carboxylic acid (50 mg) in dichloromethane (5 ml). Then, thionyl chloride (17 mg) was added at 0° C., the temperature was returned to room temperature, and the mixture was stirred under nitrogen atmosphere for 1 hour. Then, this solution was added to a solution of 4-[[N-methyl-N-(tetrahydropyran-4-yl)amino]methyl]aniline (31 mg) and triethylamine (287 mg) in dichloromethane (15 ... The reactants are C(C)C(CC)N1CCC(CC1)CC(=N)NO (2-((1-ethylpropyl)piperidin-4-yl)-N-hydroxyacetamidine), C1(=CC=CC=C1)C1=CC=C(C(=O)Cl)C=C1 (4-phenylbenzoyl chloride). Product: Cl.C(C)C(CC)N1CCC(CC1)CC1=NOC(=N1)C1=CC=C(C=C1)C1=CC=CC=C1 (1-(1-Ethylpropyl)-4-{[5-(biphenyl-4-yl)[1,2,4]oxadiazol-3-yl]methyl}piperidine, hydrochloride). RXN SMILES: [CH2:1]([CH:3]([N:6]1[CH2:11][CH2:10][CH:9]([CH2:12][C:13]([NH:15][OH:16])=[NH:14])[CH2:8][CH2:7]1)[CH2:4][CH3:5])[CH3:2].[C:17]1([C:23]2[CH:31]=[CH:30][C:26]([C:27]([Cl:29])=O)=[CH:25][CH:24]=2)[CH:22]=[CH:21][CH:20]=[CH:19][CH:18]=1>>[ClH:29].[CH2:1]([CH:3]([N:6]1[CH2:11][CH2:10][CH:9]([CH2:12][C:13]2[N:14]=[C:27]([C:26]3[CH:30]=[CH:31][C:23]([C:17]4[CH:18]=[CH:19][CH:20]=[CH:21][CH:22]=4)=[CH:24][CH:25]=3)[O:16][N:15]=2)[CH2:8][CH2:7]1)[CH2:4][CH3:5])[CH3:2] |f:2.3|. Reported procedure: The title compound was prepared by a similar procedure to that described in Example 12, starting from 2-((1-ethylpropyl)piperidin-4-yl)-N-hydroxyacetamidine and 4-phenylbenzoyl chloride. The reactants are ClC=1C(=C(C=C2C(=CC(OC12)(C)C)C(C)C)C(=C(C(=O)OCC)F)CC)OCC (ethyl 3-(8-chloro-4-isopropyl-7-ethoxy-2,2-dimethyl-2H-chromen-6-yl)-2-fluoro-pent-2-enoate), ClC=1C(=C(C=C2C(=CC(OC12)(C)C)C(C)C)/C(=C(\C(=O)OCC)/F)/CC)OCC (Ethyl(2E)-3-(8-chloro-4-isopropyl-7-ethoxy-2,2-dimethyl-2H-chromen-6-yl)-2-fluoro-pent-2-enoate), [H-].C(C(C)C)[Al+]CC(C)C (diisobutylaluminum hydride). Yields the product ClC=1C(=C(C=C2C(=CC(OC12)(C)C)C(C)C)/C(=C(\CO)/F)/CC)OCC ((2E)-3-(8-Chloro-4-isopropyl-7-ethoxy-2,2-dimethyl-2H-chromen-6-yl)-2-fluoro-pent-2-en-1-ol). As a reaction SMILES: [Cl:1][C:2]1[C:3]([O:27][CH2:28][CH3:29])=[C:4]([C:17]([CH2:25][CH3:26])=[C:18]([F:24])[C:19](OCC)=[O:20])[CH:5]=[C:6]2[C:11]=1[O:10][C:9]([CH3:13])([CH3:12])[CH:8]=[C:7]2[CH:14]([CH3:16])[CH3:15].ClC1C(OCC)=C(/C(/CC)=C(/F)\C(OCC)=O)C=C2C=1OC(C)(C)C=C2C(C)C.[H-].C([Al+]CC(C)C)C(C)C>>[Cl:1][C:2]1[C:3]([O:27][CH2:28][CH3:29])=[C:4](/[C:17](/[CH2:25][CH3:26])=[C:18](/[F:24])\[CH2:19][OH:20])[CH:5]=[C:6]2[C:11]=1[O:10][C:9]([CH3:13])([CH3:12])[CH:8]=[C:7]2[CH:14]([CH3:15])[CH3:16] |f:2.3|. Reported procedure: Following General Procedure L, ethyl 3-(8-chloro-4-isopropyl-7-ethoxy-2,2-dimethyl-2H-chromen-6-yl)-2-fluoro-pent-2-enoate (Compound 149, 79 mg, 0.19 mmol) and diisobutylaluminum hydride (1M in hexanes, 1.4 mL, 1.4 mmol) were reacted to give the title compound as a colorless oil after purification by flash chromatography (silica gel, 1:9 to 1:4 ethyl acetate/hexane).